This data is from the Open Reaction Database (ORD), a public repository of structured organic reaction records. The task is: describe an organic reaction: reactants, conditions, products, and yield The reactants are [N+](=O)([O-])C1=C(C=CC=C1)C (o-nitrotoluene), CN(C)C(COC)N(C)C (bis-(dimethylamino) ethoxy methane). The solvent is CN(C)C=O (DMF). Run at temperature 120 celsius. Yields the product NC=CC1=C(C=CC=C1)[N+](=O)[O-] (β-amino-2-nitrostyrene). As a reaction SMILES: [N+:1]([C:4]1[CH:9]=[CH:8][CH:7]=[CH:6][C:5]=1[CH3:10])([O-:3])=[O:2].[CH3:11][N:12](C(N(C)C)COC)C>CN(C=O)C>[NH2:12][CH:11]=[CH:10][C:5]1[CH:6]=[CH:7][CH:8]=[CH:9][C:4]=1[N+:1]([O-:3])=[O:2]. Procedure details: 20.6 g of o-nitrotoluene of 24 g of bis-(dimethylamino) ethoxy methane in 50 ml of DMF were initially introduced into a distillation apparatus and the mixture was heated at 120° C. for 6 h to form the β-amino-2-nitrostyrene. The ethanol was then removed by briefly applying vacuum.